This data is from the Open Reaction Database (ORD), a public repository of structured organic reaction records. The task is: describe an organic reaction: reactants, conditions, products, and yield The reactants are CCc1cc2c(c(CC)c1O)C(=O)CC1(CCC1)O2, CON, CC(=O)[O-], CO, Cl, [Na+]. Yields the product CCc1cc2c(c(CC)c1O)C(=NOC)CC1(CCC1)O2. Reaction SMILES: [CH2:1]([CH3:2])[c:3]1[c:4]2[c:9]([cH:10][c:11]([CH2:14][CH3:15])[c:12]1[OH:13])[O:8][C:7]1([CH2:6][C:5]2=[O:19])[CH2:16][CH2:17][CH2:18]1.[CH3:21][O:22][NH2:23].[CH3:25][C:26](=[O:27])[O-:28].[CH3:29][OH:30].[ClH:20].[Na+:24]>>[CH2:1]([CH3:2])[c:3]1[c:4]2[c:9]([cH:10][c:11]([CH2:14][CH3:15])[c:12]1[OH:13])[O:8][C:7]1([CH2:6][C:5]2=[N:23][O:22][CH3:21])[CH2:16][CH2:17][CH2:18]1. The reactants are O=C([O-])[O-], [Cs+], [Cs+], N#Cc1cc([N+](=O)[O-])ccc1F, CN(C)C=O, O, c1nc[nH]n1. Product: N#Cc1cc([N+](=O)[O-])ccc1-n1cncn1. RXN SMILES: [C:18](=[O:19])([O-:20])[O-:21].[Cs+:22].[Cs+:23].[F:1][c:2]1[c:3]([C:4]#[N:5])[cH:6][c:7]([N+:10](=[O:11])[O-:12])[cH:8][cH:9]1.[O:25]=[CH:26][N:27]([CH3:28])[CH3:29].[OH2:24].[nH:13]1[n:14][cH:15][n:16][cH:17]1>>[c:2]1(-[n:13]2[n:14][cH:15][n:16][cH:17]2)[c:3]([C:4]#[N:5])[cH:6][c:7]([N+:10](=[O:11])[O-:12])[cH:8][cH:9]1. The reactants are C(C)(C)(C)OC(CCCOC1=C(C(=CC=C1)C)NC(C1=CC(=C(C=C1)Cl)Br)=O)=O (4-[2-(3-bromo-4-chloro-benzoylamino)-3-methyl-phenoxy]-butyric acid tert-butyl ester), [H-].[Na+] (NaH), O (Water), IC (iodomethane). Run in CN(C)C=O (DMF). Reaction conditions: time 1 hour. Product: C(C)(C)(C)OC(CCCOC1=C(C(=CC=C1)C)N(C)C(C1=CC(=C(C=C1)Cl)Br)=O)=O (4-{2-[(3-bromo-4-chloro-benzoyl)-methyl-amino]-3-methyl-phenoxy}-butyric acid tert-butyl ester). The yield is 89.8%. RXN SMILES: [C:1]([O:5][C:6](=[O:29])[CH2:7][CH2:8][CH2:9][O:10][C:11]1[CH:16]=[CH:15][CH:14]=[C:13]([CH3:17])[C:12]=1[NH:18][C:19](=[O:28])[C:20]1[CH:25]=[CH:24][C:23]([Cl:26])=[C:22]([Br:27])[CH:21]=1)([CH3:4])([CH3:3])[CH3:2].[H-].[Na+].I[CH3:33].O>CN(C=O)C>[C:1]([O:5][C:6](=[O:29])[CH2:7][CH2:8][CH2:9][O:10][C:11]1[CH:16]=[CH:15][CH:14]=[C:13]([CH3:17])[C:12]=1[N:18]([C:19](=[O:28])[C:20]1[CH:25]=[CH:24][C:23]([Cl:26])=[C:22]([Br:27])[CH:21]=1)[CH3:33])([CH3:4])([CH3:2])[CH3:3] |f:1.2|. Procedure: To a solution of 4-[2-(3-bromo-4-chloro-benzoylamino)-3-methyl-phenoxy]-butyric acid tert-butyl ester (10.2 g, 21.3 mmol) in dry DMF (100 mL) at 0° C. under N2, NaH (60% in mineral oil, 1.7 g, 42.6 mmol) was added in several portions with stirring. 10 minutes later, iodomethane (2.0 mL, 32.1 mmol) was added. The mixture was warmed to room temperature by removal of ice bath and stirring was continued for 1 hr. Water (10 mL) was then added and organics were extracted by ethyl acetate, which was th...